Dataset: the Open Reaction Database (ORD), a public repository of structured organic reaction records. Task: describe an organic reaction: reactants, conditions, products, and yield Conditions: temperature 50 celsius. Procedure details: Epimerization of the cis isomer to the trans isomer was accomplished by adding potassium t-butoxide (75 mg, 0.67 mmol) to a solution of cis-N-(2,3,4,5-tetrahydro-2-oxo-1-methyl-5-phenyl-1H-benzazepin-3-yl)-3-cyclohexylpropanamide (90 mg, 0.22 mmol) in tetrahydrofuran (10 ml) and heating to 50° C. for 18 hours. The mixture was diluted with ethyl acetate (50 ml) and saturated aqueous sodium hydrogen carbonate (100 ml). The organic layer was separated and the aqueous layer was extracted again with ... Run in O1CCCC1 (tetrahydrofuran), C(C)(=O)OCC (ethyl acetate), C(O)([O-])=O.[Na+] (sodium hydrogen carbonate). RXN SMILES: CC(C)([O-])C.[K+].[O:7]=[C:8]1[C@@H:14]([NH:15][C:16](=[O:25])[CH2:17][CH2:18][CH:19]2[CH2:24][CH2:23][CH2:22][CH2:21][CH2:20]2)[CH2:13][C@@H:12]([C:26]2[CH:31]=[CH:30][CH:29]=[CH:28][CH:27]=2)[C:11]2[CH:32]=[CH:33][CH:34]=[CH:35][C:10]=2[N:9]1[CH3:36]>O1CCCC1.C(OCC)(=O)C.C(=O)([O-])O.[Na+]>[O:7]=[C:8]1[C@@H:14]([NH:15][C:16](=[O:25])[CH2:17][CH2:18][CH:19]2[CH2:20][CH2:21][CH2:22][CH2:23][CH2:24]2)[CH2:13][C@H:12]([C:26]2[CH:31]=[CH:30][CH:29]=[CH:28][CH:27]=2)[C:11]2[CH:32]=[CH:33][CH:34]=[CH:35][C:10]=2[N:9]1[CH3:36] |f:0.1,5.6|. Starting materials: CC(C)([O-])C.[K+] (potassium t-butoxide), O=C1N(C2=C([C@@H](C[C@@H]1NC(CCC1CCCCC1)=O)C1=CC=CC=C1)C=CC=C2)C (cis-N-(2,3,4,5-tetrahydro-2-oxo-1-methyl-5-phenyl-1H-benzazepin-3-yl)-3-cyclohexylpropanamide). The product is O=C1N(C2=C([C@H](C[C@@H]1NC(CCC1CCCCC1)=O)C1=CC=CC=C1)C=CC=C2)C (trans-N-(2,3,4,5-tetrahydro-2-oxo-1-methyl-5-phenyl-1H-benzazepin-3-yl)-3-cyclohexylpropanamide). The reactants are NC=1C(NC(NC1)=O)=O (5-aminouracil), FC1=CC=C(C(=O)C2=CC=C(C=C2)F)C=C1 (4,4′-difluorobenzophenone). Solvent: hexanes, CN1C(CCC1)=O.C1(CCCCC1)N1C(CCC1)=O (N-methylpyrrolidone N-cyclohexylpyrrolidone). Run at temperature 180 celsius. The product is N1C(=O)NC(=O)C(=C1)N=C(C1=CC=C(C=C1)F)C1=CC=C(C=C1)F (N-(5-uracil-yl)-4,4′-difluorobenzophenone imine). RXN SMILES: [NH2:1][C:2]1[C:3](=[O:9])[NH:4][C:5](=[O:8])[NH:6][CH:7]=1.[F:10][C:11]1[CH:25]=[CH:24][C:14]([C:15]([C:17]2[CH:22]=[CH:21][C:20]([F:23])=[CH:19][CH:18]=2)=O)=[CH:13][CH:12]=1>CN1CCCC1=O.C1(N2CCCC2=O)CCCCC1>[NH:6]1[CH:7]=[C:2]([N:1]=[C:15]([C:14]2[CH:24]=[CH:25][C:11]([F:10])=[CH:12][CH:13]=2)[C:17]2[CH:18]=[CH:19][C:20]([F:23])=[CH:21][CH:22]=2)[C:3](=[O:9])[NH:4][C:5]1=[O:8] |f:2.3|. Reported procedure: In a round bottom flask equipped with an overhead stirrer, 1.16 grams (0.009 mole) of 5-aminouracil was charged along with 6 grams (0.027 mole) of 4,4′-difluorobenzophenone and a N-methylpyrrolidone/N-cyclohexylpyrrolidone solvent mixture (50/50, 20 milliliters). The reaction mixture was then heated to 180° C. for 3 days. A charge of hexanes (100 milliliters) was added to fully induce precipitation, and the solid was isolated by filtration and twice recrystallized from isopropanol. The product w... Reactants: [Si](C)(C)(C(C)(C)C)OC1CCC(CC1)C[C@@H](CN(C(=O)OCC1=CC=CC=C1)C)NC(OC(C)(C)C)=O ((S)-tert-butyl 1-(4-(tert-butyldimethylsilyloxy)cyclohexyl)-3-(N-methyl-N-(benzyloxycarbonyl)amino)propan-2-ylcarbamate). Run in Cl.CO (HCl MeOH). Reaction conditions: temperature 30 celsius, time 1 hour. Yields the product N[C@H](CN(C(OCC1=CC=CC=C1)=O)C)CC1CCC(CC1)O ((S)-benzyl 2-amino-3-(4-hydroxycyclohexyl)propyl(methyl)carbamate). Reaction SMILES: [Si]([O:8][CH:9]1[CH2:14][CH2:13][CH:12]([CH2:15][C@H:16]([NH:30]C(=O)OC(C)(C)C)[CH2:17][N:18]([CH3:29])[C:19]([O:21][CH2:22][C:23]2[CH:28]=[CH:27][CH:26]=[CH:25][CH:24]=2)=[O:20])[CH2:11][CH2:10]1)(C(C)(C)C)(C)C>Cl.CO>[NH2:30][C@@H:16]([CH2:15][CH:12]1[CH2:13][CH2:14][CH:9]([OH:8])[CH2:10][CH2:11]1)[CH2:17][N:18]([CH3:29])[C:19](=[O:20])[O:21][CH2:22][C:23]1[CH:24]=[CH:25][CH:26]=[CH:27][CH:28]=1 |f:1.2|. Procedure details: (S)-tert-butyl 1-(4-(tert-butyldimethylsilyloxy)cyclohexyl)-3-(N-methyl-N-(benzyloxycarbonyl)amino)propan-2-ylcarbamate (1.2 g, 2.25 mmol) was dissolved in 2 M HCl MeOH (10 mL) and stirred at 30° C. for 1 hr. The solvent was removed to give the crude (S)-benzyl 2-amino-3-(4-hydroxycyclohexyl)propyl(methyl)carbamate which was used for next step directly. Starting materials: CI (methyl iodide), CN(C=O)C (N,N-dimethylformamide), OC1=C(C(=O)O)C=CC(=C1)C (2-hydroxy-4-methylbenzoic acid), C([O-])([O-])=O.[Cs+].[Cs+] (cesium carbonate). Run at time 5 hour. The product is COC(C1=C(C=C(C=C1)C)OC)=O (2-methoxy-4-methylbenzoic acid methyl ester). RXN SMILES: O[C:2]1[CH:10]=[C:9](C)[CH:8]=[CH:7][C:3]=1[C:4](O)=O.[C:12](=[O:15])([O-])[O-:13].[Cs+].[Cs+].[CH3:18]I.CN(C)[CH:22]=[O:23]>>[CH3:18][O:13][C:12](=[O:15])[C:9]1[CH:8]=[CH:7][C:3]([CH3:4])=[CH:2][C:10]=1[O:23][CH3:22] |f:1.2.3|. Reported procedure: Commercially available 2-hydroxy-4-methylbenzoic acid (1.5 g, 10.0 mmol) and cesium carbonate (13.0 g, 40.0 mmol) were placed in a reaction vessel, and then N,N-dimethylformamide (40 ml) and methyl iodide (2.5 ml) were added thereto. The resulting mixture was stirred at room temperature for 5 hours. The reaction solution was filtered through celite and washed with ethyl acetate (300 ml). The filtrate was sequentially washed with water (100 ml) and a saturated aqueous sodium chloride solution (20...